Dataset: the Open Reaction Database (ORD), a public repository of structured organic reaction records. Task: describe an organic reaction: reactants, conditions, products, and yield The reactants are [Cl-].[Ca+2].[Cl-] (calcium chloride), BrCCCCCOC1=C(C(=C(C=C1)C(C)=O)O)CCC (1-bromo-5-[2-n-propyl-3-hydroxy-4-acetylphenoxy]-pentane), C(=O)(OCC)C=1OC2=C(C(=CC=C2C(C1)=O)O)CCC (2-carboethoxy-7-hydroxy-8-n-propylchromone), C([O-])([O-])=O.[K+].[K+] (potassium carbonate). Run in CN(C=O)C (dimethylformamide). Conditions: time 18 hour. Product: C(=O)(OCC)C=1OC2=C(C(=CC=C2C(C1)=O)OCCCCCOC1=C(C(=C(C=C1)C(C)=O)O)CCC)CCC (2-carboethoxy-7-[5-(2-n-propyl-3-hydroxy-4-acetylphenoxy)pentoxy]-8-n-propylchromone). Yield: 44.4%. RXN SMILES: Br[CH2:2][CH2:3][CH2:4][CH2:5][CH2:6][O:7][C:8]1[CH:13]=[CH:12][C:11]([C:14](=[O:16])[CH3:15])=[C:10]([OH:17])[C:9]=1[CH2:18][CH2:19][CH3:20].[C:21]([C:26]1[O:27][C:28]2[C:33]([C:34](=[O:36])[CH:35]=1)=[CH:32][CH:31]=[C:30]([OH:37])[C:29]=2[CH2:38][CH2:39][CH3:40])([O:23][CH2:24][CH3:25])=[O:22].C(=O)([O-])[O-].[K+].[K+].[Cl-].[Ca+2].[Cl-]>CN(C)C=O>[C:21]([C:26]1[O:27][C:28]2[C:33]([C:34](=[O:36])[CH:35]=1)=[CH:32][CH:31]=[C:30]([O:37][CH2:2][CH2:3][CH2:4][CH2:5][CH2:6][O:7][C:8]1[CH:13]=[CH:12][C:11]([C:14](=[O:16])[CH3:15])=[C:10]([OH:17])[C:9]=1[CH2:18][CH2:19][CH3:20])[C:29]=2[CH2:38][CH2:39][CH3:40])([O:23][CH2:24][CH3:25])=[O:22] |f:2.3.4,5.6.7|. Procedure details: 4.67 g (13.6 mmole) of 1-bromo-5-[2-n-propyl-3-hydroxy-4-acetylphenoxy]-pentane, 2.39 g (8.65 mmole) of 2-carboethoxy-7-hydroxy-8-n-propylchromone, and 2.76 g (20 mmole) of anhydrous potassium carbonate were dissolved in 100 ml dimethylformamide in a 250 ml single neck round bottom flask equipped with a magnetic stirring bar and a drying tube charged with calcium chloride. The contents of the flask were stirred at 70° for 18 hours. After cooling, the reaction solution was filtered and the dimeth... Starting materials: Br, CC(=O)O, COC(=Cc1cc(Cl)c(N)c(C(F)(F)F)c1)C(=O)O, O. Reaction SMILES: [BrH:20].[CH3:21][C:22](=[O:23])[OH:24].[NH2:1][c:2]1[c:3]([Cl:19])[cH:4][c:5]([CH:12]=[C:13]([C:14](=[O:15])[OH:16])[O:17][CH3:18])[cH:6][c:7]1[C:8]([F:9])([F:10])[F:11].[OH2:25]>>[NH2:1][c:2]1[c:3]([Cl:19])[cH:4][c:5]([CH:12]=[C:13]([C:14](=[O:15])[OH:16])[OH:17])[cH:6][c:7]1[C:8]([F:9])([F:10])[F:11]. Yields the product Nc1c(Cl)cc(C=C(O)C(=O)O)cc1C(F)(F)F.